This data is from the Open Reaction Database (ORD), a public repository of structured organic reaction records. The task is: describe an organic reaction: reactants, conditions, products, and yield The reactants are O1C(=NC2=C1C=CC=C2)C(C(COC)NC(C(CC(=O)N2CCOCC2)CS(=O)(=O)CC2=C(C=CC=C2)OC(F)F)=O)O (N-(2-benzooxazol-2-yl-2-hydroxy-1-methoxymethyl-ethyl)-2-(2-difluoromethoxy-benzylsulfonylmethyl)-4-morpholin-4-yl-4-oxo-butyramide), CC(=O)OI1(C=2C=CC=CC2C(=O)O1)(OC(=O)C)OC(=O)C (Dess-Martin periodinane), [O-]S(=O)(=S)[O-].[Na+].[Na+].C(=O)(O)[O-].[Na+] (Na2S2O3 NaHCO3). Reaction conditions: time 1 hour. Yields the product O1C(=NC2=C1C=CC=C2)C(C(COC)NC(C(CC(=O)N2CCOCC2)CS(=O)(=O)CC2=C(C=CC=C2)OC(F)F)=O)=O (N-(2-Benzooxazol-2-yl-1-methoxymethyl-2-oxo-ethyl)-2-(2-difluoromethoxy-benzylsulfonylmethyl)-4-morpholin-4-yl-4-oxo-butyramide). Isolated yield 26.1%. Reaction SMILES: [O:1]1[C:5]2[CH:6]=[CH:7][CH:8]=[CH:9][C:4]=2[N:3]=[C:2]1[CH:10]([OH:43])[CH:11]([NH:15][C:16](=[O:42])[CH:17]([CH2:27][S:28]([CH2:31][C:32]1[CH:37]=[CH:36][CH:35]=[CH:34][C:33]=1[O:38][CH:39]([F:41])[F:40])(=[O:30])=[O:29])[CH2:18][C:19]([N:21]1[CH2:26][CH2:25][O:24][CH2:23][CH2:22]1)=[O:20])[CH2:12][O:13][CH3:14].CC(OI1(OC(C)=O)(OC(C)=O)OC(=O)C2C=CC=CC1=2)=O.[O-]S([O-])(=S)=O.[Na+].[Na+].C([O-])(O)=O.[Na+]>>[O:1]1[C:5]2[CH:6]=[CH:7][CH:8]=[CH:9][C:4]=2[N:3]=[C:2]1[C:10](=[O:43])[CH:11]([NH:15][C:16](=[O:42])[CH:17]([CH2:27][S:28]([CH2:31][C:32]1[CH:37]=[CH:36][CH:35]=[CH:34][C:33]=1[O:38][CH:39]([F:41])[F:40])(=[O:30])=[O:29])[CH2:18][C:19]([N:21]1[CH2:26][CH2:25][O:24][CH2:23][CH2:22]1)=[O:20])[CH2:12][O:13][CH3:14] |f:2.3.4.5.6|. Procedure details: This amide (150 mg, 0.24 mmol) was treated with Dess-Martin periodinane (178 mg, 0.36 mmol) at room temperature. After stirring for 1 hour, 5 ml of saturated Na2S2O3—NaHCO3 were added. After a further 0.5 hours, the reaction mixture was extracted with ethyl acetate, washed with brine, dried with MgSO4 and concentrated. The residue was purified with silica gel column chromatography to yield 39 mg of N-(2-Benzooxazol-2-yl-1-methoxymethyl-2-oxo-ethyl)-2-(2-difluoromethoxy-benzylsulfonylmethyl)-4-mo... The reactants are O=Cc1ccc(C(=O)Nc2ccc(C(F)(F)F)cc2)cc1, CC(SC(CO)CO)C(O)(Cn1cncn1)c1ccc(F)cc1F, O, Cc1ccc(S(=O)(=O)O)cc1. Yields the product CC(SC1COC(c2ccc(C(=O)Nc3ccc(C(F)(F)F)cc3)cc2)OC1)C(O)(Cn1cncn1)c1ccc(F)cc1F. As a reaction SMILES: [CH:1](=[O:2])[c:3]1[cH:4][cH:5][c:6]([C:7](=[O:8])[NH:9][c:10]2[cH:11][cH:12][c:13]([C:16]([F:17])([F:18])[F:19])[cH:14][cH:15]2)[cH:20][cH:21]1.[F:22][c:23]1[c:24]([C:30]([CH2:31][n:32]2[n:33][cH:34][n:35][cH:36]2)([CH:37]([CH3:38])[S:39][CH:40]([CH2:41][OH:42])[CH2:43][OH:44])[OH:45])[cH:25][cH:26][c:27]([F:29])[cH:28]1.[OH2:46].[c:47]1([CH3:48])[cH:49][cH:50][c:51]([S:52]([OH:53])(=[O:54])=[O:55])[cH:56][cH:57]1>>[CH:1]1([c:3]2[cH:4][cH:5][c:6]([C:7](=[O:8])[NH:9][c:10]3[cH:11][cH:12][c:13]([C:16]([F:17])([F:18])[F:19])[cH:14][cH:15]3)[cH:20][cH:21]2)[O:2][CH2:43][CH:40]([S:39][CH:37]([C:30]([c:24]2[c:23]([F:22])[cH:28][c:27]([F:29])[cH:26][cH:25]2)([CH2:31][n:32]2[n:33][cH:34][n:35][cH:36]2)[OH:45])[CH3:38])[CH2:41][O:42]1. Starting materials: CC(C)([O-])C.[K+] (Potassium tert. butoxide), C(C(=C)C)(=O)O (methacrylic acid), C1COCCOCCOCCOCCOCCO1 (18crown-6). The solvent is CN(C)C=O (DMF). Reaction conditions: time 4 day. Product: C(C)(=O)OCOC(C(=C)C)=O (Methacryloyloxymethyl acetate). Isolated yield 951.2%. RXN SMILES: C[C:2]([CH3:5])([O-:4])C.[K+].[C:7]([OH:12])(=[O:11])[C:8]([CH3:10])=[CH2:9].C1OCCOCCOCCOCCOCC[O:15][CH2:14]1>CN(C=O)C>[C:2]([O:15][CH2:14][O:11][C:7](=[O:12])[C:8]([CH3:10])=[CH2:9])(=[O:4])[CH3:5] |f:0.1|. Reported procedure: Potassium tert. butoxide (5.0 g, 0.045 mol ) was added to a solution of methacrylic acid (3.87 g, 0.045 mol) in DMF (150 ml). Chloromethyl acetate3 (4.86 g, 0.045 mol) was added to the resulting suspension. 18crown-6 (0.9 g, 3.45 mmol) was then added and the reaction mixture was left with stirring at room temperature for 4 days. The reaction mixture was filtered end the solvent was removed under reduced pressure. The residue was dissolved in chloroform (100 ml) and washed with saturated aqueous ... Starting materials: [Br-], Cc1ccccc1-c1nc(C=O)c(CCC23CC4CC(CC(C4)C2)C3)n1C, C1CCOC1, COC(=O)c1cccc(C[P+](c2ccccc2)(c2ccccc2)c2ccccc2)c1, CCOC(C)=O, [H-], [Na+], O. The product is COC(=O)c1cccc(C=Cc2nc(-c3ccccc3C)n(C)c2CCC23CC4CC(CC(C4)C2)C3)c1. As a reaction SMILES: [Br-:3].[C:34]12([CH2:44][CH2:45][c:46]3[c:47]([CH:59]=[O:60])[n:48][c:49](-[c:52]4[c:53]([CH3:58])[cH:54][cH:55][cH:56][cH:57]4)[n:50]3[CH3:51])[CH2:35][CH:36]3[CH2:37][CH:38]([CH2:39][CH:40]([CH2:41]1)[CH2:42]3)[CH2:43]2.[CH2:62]1[O:63][CH2:64][CH2:65][CH2:66]1.[CH3:4][O:5][C:6](=[O:7])[c:8]1[cH:9][c:10]([CH2:11][P+:12]([c:13]2[cH:14][cH:15][cH:16][cH:17][cH:18]2)([c:19]2[cH:20][cH:21][cH:22][cH:23][cH:24]2)[c:25]2[cH:26][cH:27][cH:28][cH:29][cH:30]2)[cH:31][cH:32][cH:33]1.[CH3:67][CH2:68][O:69][C:70](=[O:71])[CH3:72].[H-:1].[Na+:2].[OH2:61]>>[CH3:4][O:5][C:6](=[O:7])[c:8]1[cH:9][c:10]([CH:11]=[CH:59][c:47]2[c:46]([CH2:45][CH2:44][C:34]34[CH2:35][CH:36]5[CH2:37][CH:38]([CH2:39][CH:40]([CH2:41]3)[CH2:42]5)[CH2:43]4)[n:50]([CH3:51])[c:49](-[c:52]3[c:53]([CH3:58])[cH:54][cH:55][cH:56][cH:57]3)[n:48]2)[cH:31][cH:32][cH:33]1. Reactants: CCN(CC)CCNC(=O)C(Cl)(c1ccccc1)C1CCCCC1, Cl, [Na+], [OH-]. Yields the product CCN(CC)CCNC(=O)C(O)(c1ccccc1)C1CCCCC1. Reaction SMILES: [CH2:1]([CH3:2])[N:3]([CH2:4][CH2:5][NH:6][C:7]([C:8]([c:9]1[cH:10][cH:11][cH:12][cH:13][cH:14]1)([CH:15]1[CH2:16][CH2:17][CH2:18][CH2:19][CH2:20]1)[Cl:21])=[O:22])[CH2:23][CH3:24].[ClH:27].[Na+:26].[OH-:25]>>[CH2:1]([CH3:2])[N:3]([CH2:4][CH2:5][NH:6][C:7]([C:8]([c:9]1[cH:10][cH:11][cH:12][cH:13][cH:14]1)([CH:15]1[CH2:16][CH2:17][CH2:18][CH2:19][CH2:20]1)[OH:25])=[O:22])[CH2:23][CH3:24]. Starting materials: ClC1=NC(=C2N=CN(C2=N1)C(CC)C)Cl (2,6-dichloro-9-(1-methylpropyl)-9H-purine), C(CCC)O (butanol), IC=1C=C(C=CC1)CN (3-iodo-benzenemethanamine). Solvent: C(C)(C)O (isopropanol). Reaction conditions: time 22 hour. Product: ClC1=NC(=C2N=CN(C2=N1)C(CC)C)NCC1=CC(=CC=C1)I (2-chloro-N-[(3-iodophenyl)-methyl]-9-(1-methylpropyl)-9H-purin-6-amine). Reaction SMILES: [Cl:1][C:2]1[N:10]=[C:9]2[C:5]([N:6]=[CH:7][N:8]2[CH:11]([CH3:14])[CH2:12][CH3:13])=[C:4](Cl)[N:3]=1.C(O)CCC.[I:21][C:22]1[CH:23]=[C:24]([CH2:28][NH2:29])[CH:25]=[CH:26][CH:27]=1>C(O)(C)C>[Cl:1][C:2]1[N:10]=[C:9]2[C:5]([N:6]=[CH:7][N:8]2[CH:11]([CH3:14])[CH2:12][CH3:13])=[C:4]([NH:29][CH2:28][C:24]2[CH:25]=[CH:26][CH:27]=[C:22]([I:21])[CH:23]=2)[N:3]=1. Reported procedure: The operation is carried out as in Stage 2 of Example 9 starting from 200 mg of the product obtained in Stage 1 of Example 9 and 4 ml of butanol and using 0.128 ml of 3-iodo-benzenemethanamine in place of the benzylamine. The reaction medium is taken to a temperature of 80 to 85° C. for approximately 22 hours, left to return to ambient temperature, diluted with 4 ml of isopropanol and placed for two days at a temperature of approximately 0° C., followed by separating, washing with 10 ml of isopr... Starting materials: ClCCl, CC(O)CNC(=O)CC(c1ccccc1)C(C(=O)N(C(C)C)C(C)C)c1cccnc1. Product: CC(=O)CNC(=O)CC(c1ccccc1)C(C(=O)N(C(C)C)C(C)C)c1cccnc1. RXN SMILES: [Cl:32][CH2:33][Cl:34].[OH:1][CH:2]([CH2:3][NH:4][C:5]([CH2:6][CH:7]([CH:8]([C:9](=[O:10])[N:11]([CH:12]([CH3:13])[CH3:14])[CH:15]([CH3:16])[CH3:17])[c:18]1[cH:19][n:20][cH:21][cH:22][cH:23]1)[c:24]1[cH:25][cH:26][cH:27][cH:28][cH:29]1)=[O:30])[CH3:31]>>[O:1]=[C:2]([CH2:3][NH:4][C:5]([CH2:6][CH:7]([CH:8]([C:9](=[O:10])[N:11]([CH:12]([CH3:13])[CH3:14])[CH:15]([CH3:16])[CH3:17])[c:18]1[cH:19][n:20][cH:21][cH:22][cH:23]1)[c:24]1[cH:25][cH:26][cH:27][cH:28][cH:29]1)=[O:30])[CH3:31].